From a dataset of the Open Reaction Database (ORD), a public repository of structured organic reaction records. describe an organic reaction: reactants, conditions, products, and yield The reactants are CC(C)(C)OC(=O)N1CCOc2ccc(Br)cc2C1, C1COCCN1, CC(C)(C)[O-], [Na+], C1COCCO1, O=C(C=Cc1ccccc1)C=Cc1ccccc1, O=C(C=Cc1ccccc1)C=Cc1ccccc1, O=C(C=Cc1ccccc1)C=Cc1ccccc1, O, [Pd], [Pd]. Product: CC(C)(C)OC(=O)N1CCOc2ccc(N3CCOCC3)cc2C1. Reaction SMILES: [Br:1][c:2]1[cH:3][cH:4][c:5]2[c:6]([cH:19]1)[CH2:7][N:8]([C:12](=[O:13])[O:14][C:15]([CH3:16])([CH3:17])[CH3:18])[CH2:9][CH2:10][O:11]2.[CH2:20]1[CH2:21][O:22][CH2:23][CH2:24][NH:25]1.[CH3:26][C:27]([CH3:28])([O-:29])[CH3:30].[Na+:31].[O:32]1[CH2:33][CH2:34][O:35][CH2:36][CH2:37]1.[O:40]=[C:41]([CH:42]=[CH:43][c:44]1[cH:45][cH:46][cH:47][cH:48][cH:49]1)[CH:50]=[CH:51][c:52]1[cH:53][cH:54][cH:55][cH:56][cH:57]1.[O:58]=[C:59]([CH:60]=[CH:61][c:62]1[cH:63][cH:64][cH:65][cH:66][cH:67]1)[CH:68]=[CH:69][c:70]1[cH:71][cH:72][cH:73][cH:74][cH:75]1.[O:76]=[C:77]([CH:78]=[CH:79][c:80]1[cH:81][cH:82][cH:83][cH:84][cH:85]1)[CH:86]=[CH:87][c:88]1[cH:89][cH:90][cH:91][cH:92][cH:93]1.[OH2:94].[Pd:38].[Pd:39]>>[c:2]1([N:25]2[CH2:20][CH2:21][O:22][CH2:23][CH2:24]2)[cH:3][cH:4][c:5]2[c:6]([cH:19]1)[CH2:7][N:8]([C:12](=[O:13])[O:14][C:15]([CH3:16])([CH3:17])[CH3:18])[CH2:9][CH2:10][O:11]2. Starting materials: CC1(C(C1C=CC(=O)OCCC)C(=O)O)C (2,2-dimethyl-3-(3-propoxy-3-oxo-1-propenyl)-cyclopropane-carboxylic acid), C(C1=CC=CC=C1)(=O)C=1C=C(C=CC1)CO ((3-benzoyl-phenyl)-methanol). Solvent: C(Cl)(Cl)Cl (chloroform). The product is CC1(C(C1C=CC(=O)OCCC)C(=O)O)C (2,2-dimethyl-3-(3-propoxy-3-oxo-1-propenyl)-cyclopropane-carboxylic acid), CC1(C(C1C=CC(=O)OC)C(=O)[O-])C (2,2-dimethyl-3-(3-methoxy-3-oxo-1-propenyl)-cyclopropane-carboxylate). Reaction SMILES: [CH3:1][C:2]1([CH3:16])[CH:4]([CH:5]=[CH:6][C:7]([O:9][CH2:10][CH2:11][CH3:12])=[O:8])[CH:3]1[C:13]([OH:15])=[O:14].C(C1C=C(CO)C=CC=1)(=O)C1C=CC=CC=1>C(Cl)(Cl)Cl>[CH3:16][C:2]1([CH3:1])[CH:4]([CH:5]=[CH:6][C:7]([O:9][CH2:10][CH2:11][CH3:12])=[O:8])[CH:3]1[C:13]([OH:15])=[O:14].[CH3:1][C:2]1([CH3:16])[CH:4]([CH:5]=[CH:6][C:7]([O:9][CH3:10])=[O:8])[CH:3]1[C:13]([O-:15])=[O:14]. Procedure details: Using the procedure of Example 9, (1R, cis, ΔZ) 2,2-dimethyl-3-(3-methoxy-3-oxo-1-propenyl)-cyclopropane-carboxylic acid and (3-benzoyl-phenyl)-methanol were reacted to obtain (3-benzoyl-phenyl)-methyl (1R, cis, Z) 2,2-dimethyl-3-(3-methoxy-3-oxo-1-propenyl)-cyclopropane-carboxylate with a specific rotation of [α]D20 =+52°±1.5° (c=1% in chloroform).